From a dataset of the Open Reaction Database (ORD), a public repository of structured organic reaction records. describe an organic reaction: reactants, conditions, products, and yield Starting materials: CCCCP(CCCC)CCCC, Cc1ccccc1, Cc1ccc(-c2cccc(C=CC(=O)Nc3ccc(CCl)cc3)c2)cc1. The product is CCCC[P+](CCCC)(CCCC)Cc1ccc(NC(=O)C=Cc2cccc(-c3ccc(C)cc3)c2)cc1, [Cl-]. RXN SMILES: [CH2:27]([CH2:28][CH2:29][CH3:30])[P:31]([CH2:32][CH2:33][CH2:34][CH3:35])[CH2:36][CH2:37][CH2:38][CH3:39].[CH3:40][c:41]1[cH:42][cH:43][cH:44][cH:45][cH:46]1.[Cl:1][CH2:2][c:3]1[cH:4][cH:5][c:6]([NH:9][C:10]([CH:11]=[CH:12][c:13]2[cH:14][c:15](-[c:19]3[cH:20][cH:21][c:22]([CH3:25])[cH:23][cH:24]3)[cH:16][cH:17][cH:18]2)=[O:26])[cH:7][cH:8]1>>[CH2:2]([c:3]1[cH:4][cH:5][c:6]([NH:9][C:10]([CH:11]=[CH:12][c:13]2[cH:14][c:15](-[c:19]3[cH:20][cH:21][c:22]([CH3:25])[cH:23][cH:24]3)[cH:16][cH:17][cH:18]2)=[O:26])[cH:7][cH:8]1)[P+:31]([CH2:27][CH2:28][CH2:29][CH3:30])([CH2:32][CH2:33][CH2:34][CH3:35])[CH2:36][CH2:37][CH2:38][CH3:39].[Cl-:1]. The reactants are C(C1=CC=CC=C1)[C@H](C(=O)O)CC[C@@H](C(=O)N[C@@H]1C(N2[C@@H](SCC1)CCC[C@H]2C(=O)OC)=O)CC2=CC=CC=C2 ((2R,5R)-2,5-Dibenzyl-6-((4S,7S,10aS)-7-(methoxycarbonyl)-5-oxooctahydro-2H-pyrido[2,1-b][1,3]thiazepin-4-ylamino)-6-oxohexanoic acid), Cl.N[C@H]1CC\C=C/[C@@H]2N(C1=O)CCCC2 ((7S,11aR,Z)-7-Amino-3,4,7,8,9,11a-hexahydro-1H-pyrido[1,2-a]azocin-6(2H)-one hydrochloride). Product: C(C1=CC=CC=C1)[C@H](C(=O)N[C@@H]1C(N2[C@@H](SCC1)CCC[C@H]2C(=O)OC)=O)CC[C@@H](C(N[C@H]2CC\C=C/[C@@H]1N(C2=O)CCCC1)=O)CC1=CC=CC=C1 ((4S,7S,10aS)-Methyl 4-((2R,5R)-2,5-dibenzyl-6-oxo-6-((7S,11aR,Z)-6-oxo-2,3,4,6,7,8,9,11a-octahydro-1H-pyrido[1,2-a]azocin-7-ylamino)hexanamido)-5-oxooctahydro-2H-pyrido[2,1-b][1,3]thiazepine-7-carboxylate), solid. Yield: 74.0%. As a reaction SMILES: [CH2:1]([C@@H:8]([CH2:12][CH2:13][C@H:14]([CH2:34][C:35]1[CH:40]=[CH:39][CH:38]=[CH:37][CH:36]=1)[C:15]([NH:17][C@H:18]1[CH2:24][CH2:23][S:22][C@H:21]2[CH2:25][CH2:26][CH2:27][C@@H:28]([C:29]([O:31][CH3:32])=[O:30])[N:20]2[C:19]1=[O:33])=[O:16])[C:9](O)=[O:10])[C:2]1[CH:7]=[CH:6][CH:5]=[CH:4][CH:3]=1.Cl.[NH2:42][C@@H:43]1[C:50](=[O:51])[N:49]2[CH2:52][CH2:53][CH2:54][CH2:55][C@@H:48]2[CH:47]=[CH:46][CH2:45][CH2:44]1>>[CH2:34]([C@@H:14]([CH2:13][CH2:12][C@H:8]([CH2:1][C:2]1[CH:3]=[CH:4][CH:5]=[CH:6][CH:7]=1)[C:9](=[O:10])[NH:42][C@@H:43]1[C:50](=[O:51])[N:49]2[CH2:52][CH2:53][CH2:54][CH2:55][C@@H:48]2[CH:47]=[CH:46][CH2:45][CH2:44]1)[C:15]([NH:17][C@H:18]1[CH2:24][CH2:23][S:22][C@H:21]2[CH2:25][CH2:26][CH2:27][C@@H:28]([C:29]([O:31][CH3:32])=[O:30])[N:20]2[C:19]1=[O:33])=[O:16])[C:35]1[CH:40]=[CH:39][CH:38]=[CH:37][CH:36]=1 |f:1.2|. Procedure: (4S,7S,10aS)-Methyl 4-((2R,5R)-2,5-dibenzyl-6-oxo-6-((7S,11aR,Z)-6-oxo-2,3,4,6,7,8,9,11a-octahydro-1H-pyrido[1,2-a]azocin-7-ylamino)hexanamido)-5-oxooctahydro-2H-pyrido[2,1-b][1,3]thiazepine-7-carboxylate was synthesized as described in General Procedure H using Intermediate 23 (11 mg, 0.019 mmol) and Intermediate 55 (4.9 mg, 0.021 mmol) to give a white solid (10 mg, 74% yield). Anal. Calcd. for C42H54N4O6S m/z 742.4. found: 743.3 (M+H)+; 1H NMR (400 MHz, CDCl3) δ ppm 7.28-7.08 (12H, m), 5.94 (1...